This data is from the Open Reaction Database (ORD), a public repository of structured organic reaction records. The task is: describe an organic reaction: reactants, conditions, products, and yield Reactants: Br, CC(=O)O, COc1ccc(C(C)(C)CCCc2cccc(Oc3ccccc3)c2)cc1, O. The product is CC(C)(CCCc1cccc(Oc2ccccc2)c1)c1ccc(O)cc1. Reaction SMILES: [BrH:28].[CH3:29][C:30](=[O:31])[OH:32].[O:1]([c:2]1[cH:3][cH:4][cH:5][cH:6][cH:7]1)[c:8]1[cH:9][c:10]([CH2:14][CH2:15][CH2:16][C:17]([CH3:18])([CH3:19])[c:20]2[cH:21][cH:22][c:23]([O:26][CH3:27])[cH:24][cH:25]2)[cH:11][cH:12][cH:13]1.[OH2:33]>>[O:1]([c:2]1[cH:3][cH:4][cH:5][cH:6][cH:7]1)[c:8]1[cH:9][c:10]([CH2:14][CH2:15][CH2:16][C:17]([CH3:18])([CH3:19])[c:20]2[cH:21][cH:22][c:23]([OH:26])[cH:24][cH:25]2)[cH:11][cH:12][cH:13]1. As a reaction SMILES: [CH3:15][C:16](=[O:17])[OH:18].[CH3:1][O:2][c:3]1[c:4]2[c:9]([cH:10][cH:11][cH:12]1)[CH:8]([CH3:13])[C:7](=[O:14])[CH2:6][CH2:5]2.[CH3:24][CH2:25][OH:26].[CH:19]1([CH2:22][NH2:23])[CH2:20][CH2:21]1>>[CH3:1][O:2][c:3]1[c:4]2[c:9]([cH:10][cH:11][cH:12]1)[CH:8]([CH3:13])[CH:7]([NH:23][CH2:22][CH:19]1[CH2:20][CH2:21]1)[CH2:6][CH2:5]2. Yields the product COc1cccc2c1CCC(NCC1CC1)C2C. The reactants are CC(=O)O, COc1cccc2c1CCC(=O)C2C, CCO, NCC1CC1. The reactants are Nc1ccccc1, O=C(O)c1ccc2nc[nH]c2c1. Product: O=C(Nc1ccccc1)c1ccc2[nH]cnc2c1. As a reaction SMILES: [NH2:13][c:14]1[cH:15][cH:16][cH:17][cH:18][cH:19]1.[n:1]1[cH:2][nH:3][c:4]2[c:5]1[cH:6][cH:7][c:8]([C:10](=[O:11])[OH:12])[cH:9]2>>[nH:1]1[cH:2][n:3][c:4]2[c:5]1[cH:6][cH:7][c:8]([C:10](=[O:12])[NH:13][c:14]1[cH:15][cH:16][cH:17][cH:18][cH:19]1)[cH:9]2. Starting materials: FC1=CC=CC(=N1)SC1=CC=C(C=C1)O (4((6-Fluoro-2-pyridyl)thio)phenol), C[O-].[Na+] (sodium methoxide), Cl (hydrochloric acid). Solvent: O (water), CO (methanol). The product is COC1=CC=CC(=N1)SC1=CC=C(C=C1)O (4-((6-Methoxy-2-pyridyl)thio)phenol). Reaction SMILES: F[C:2]1[N:7]=[C:6]([S:8][C:9]2[CH:14]=[CH:13][C:12]([OH:15])=[CH:11][CH:10]=2)[CH:5]=[CH:4][CH:3]=1.[CH3:16][O-:17].[Na+].Cl>CO.O>[CH3:16][O:17][C:2]1[N:7]=[C:6]([S:8][C:9]2[CH:14]=[CH:13][C:12]([OH:15])=[CH:11][CH:10]=2)[CH:5]=[CH:4][CH:3]=1 |f:1.2|. Procedure: A solution of 11.05 grams (0.05 mole) of 4-((6-fluoro-2-pyridyl)thio)phenol (prepared as above in Example VI) and 8.10 grams (0.15 mole) of sodium methoxide in 200 milliliters of methanol was heated at reflux overnight. The resulting solution was acidified with concentrated hydrochloric acid and thereafter diluted with water. The solid 4-((6-methoxy-2-pyridyl)thio)phenol product was recovered by filtration, water washed and dried. The product was recovered in a yield of 10 grams (86 percent of t... The reactants are Br (hydrobromic acid), C(CCCCCCC)C1C(NC(NC1=O)=O)=O (5-octylbarbituric Acid), BrBr (bromine). Reaction conditions: temperature 2.5 celsius, time 2 hour. RXN SMILES: [CH2:1]([CH:9]1[C:14](=[O:15])[NH:13][C:12](=[O:16])[NH:11][C:10]1=[O:17])[CH2:2][CH2:3][CH2:4][CH2:5][CH2:6][CH2:7][CH3:8].[BrH:18].BrBr>O>[Br:18][C:9]1([CH2:1][CH2:2][CH2:3][CH2:4][CH2:5][CH2:6][CH2:7][CH3:8])[C:14](=[O:15])[NH:13][C:12](=[O:16])[NH:11][C:10]1=[O:17]. Procedure details: To a suspension of 5-octylbarbituric Acid (20 g) in 120 ml of water, cooled at 0-5° C., are added 12 ml of 48% hydrobromic acid and successively are dropped 4.72 ml of bromine. Ater 2 hours under stirring, the white solid which separated is recovered by filtration, washed with water and partitioned between 200 ml of diethyl ether and 100 ml of water. The aqueous phase is extracted with additional 50 ml of diethyl ether. The pooled organic phases are washed with 75 ml of saturated aqueous solutio... Run in O (water). The product is BrC1(C(NC(NC1=O)=O)=O)CCCCCCCC (5-Bromo-5-Octylbarbituric Acid). The reactants are ClC=1C=C(C=NC1OC(C)C)OC1=C(C=C(C(=O)OC(C)(C)C)C=C1F)F (tert-Butyl 4-[(5-chloro-6-isopropoxypyridin-3-yl)oxy]-3,5-difluorobenzoate), [Li+].[OH-] (LiOH). Run in C1CCOC1.O (THF water). Reaction conditions: temperature 50 celsius. The product is ClC=1C=C(C=NC1OC(C)C)OC1=C(C=C(C(=O)O)C=C1F)F (4-[(5-Chloro-6-isopropoxypyridin-3-yl)oxy]-3,5-difluorobenzoic acid). The yield is 93.9%. Reaction SMILES: [Cl:1][C:2]1[CH:3]=[C:4]([O:12][C:13]2[C:25]([F:26])=[CH:24][C:16]([C:17]([O:19]C(C)(C)C)=[O:18])=[CH:15][C:14]=2[F:27])[CH:5]=[N:6][C:7]=1[O:8][CH:9]([CH3:11])[CH3:10].[Li+].[OH-]>C1COCC1.O>[Cl:1][C:2]1[CH:3]=[C:4]([O:12][C:13]2[C:14]([F:27])=[CH:15][C:16]([C:17]([OH:19])=[O:18])=[CH:24][C:25]=2[F:26])[CH:5]=[N:6][C:7]=1[O:8][CH:9]([CH3:11])[CH3:10] |f:1.2,3.4|. Procedure details: tert-Butyl 4-[(5-chloro-6-isopropoxypyridin-3-yl)oxy]-3,5-difluorobenzoate (Preparation 145, 426 mg, 1.06 mmol) and LiOH (100 mg) were added to a solution of THF:water (1:1) and heated at 50° C. for 3 hours. The reaction was then quenched with aqueous 1M HCl and extracted with EtOAc. The combined organics were dried and concentrated in vacuo to afford the title compound as a white solid (342 mg, 94% yield):